Task: describe an organic reaction: reactants, conditions, products, and yield. Dataset: the Open Reaction Database (ORD), a public repository of structured organic reaction records Starting materials: C(C1=CC=CC=C1)C1N(C(OC1)=O)C(C(CC(C)C)C=1C=C(C=C(C1)OCC1=C(C=C(C=C1)F)C(F)(F)F)C1=CC=C(C=C1)C(F)(F)F)=O (4-benzyl-3-{2-[5-(4-fluoro-2-trifluoromethyl-benzyloxy)-4′-trifluoromethyl-biphenyl-3-yl]-4-methyl-pentanoyl}-oxazolidin-2-one), [O-]S(=O)[O-].[Na+].[Na+] (Na2SO3), O[Li].O (LiOH.H2O), OO (H2O2). Solvent: C1CCOC1 (THF), O (water). Conditions: temperature 0 celsius, time 20 minute. Product: FC1=CC(=C(COC=2C=C(C=C(C2)C2=CC=C(C=C2)C(F)(F)F)[C@H](C(=O)O)CC(C)C)C=C1)C(F)(F)F ((R)-2-[5-(4-Fluoro-2-trifluoromethyl-benzyloxy)-4′-trifluoromethyl-biphenyl-3-yl]-4-methyl-pentanoic acid). Yield: 75.2%. RXN SMILES: C(C1COC(=O)N1[C:14](=[O:49])[CH:15]([C:20]1[CH:21]=[C:22]([C:39]2[CH:44]=[CH:43][C:42]([C:45]([F:48])([F:47])[F:46])=[CH:41][CH:40]=2)[CH:23]=[C:24]([O:26][CH2:27][C:28]2[CH:33]=[CH:32][C:31]([F:34])=[CH:30][C:29]=2[C:35]([F:38])([F:37])[F:36])[CH:25]=1)[CH2:16][CH:17]([CH3:19])[CH3:18])C1C=CC=CC=1.O[Li].O.OO.[O-:55]S([O-])=O.[Na+].[Na+]>C1COCC1.O>[F:34][C:31]1[CH:32]=[CH:33][C:28]([CH2:27][O:26][C:24]2[CH:25]=[C:20]([C@@H:15]([CH2:16][CH:17]([CH3:19])[CH3:18])[C:14]([OH:55])=[O:49])[CH:21]=[C:22]([C:39]3[CH:40]=[CH:41][C:42]([C:45]([F:47])([F:46])[F:48])=[CH:43][CH:44]=3)[CH:23]=2)=[C:29]([C:35]([F:37])([F:38])[F:36])[CH:30]=1 |f:1.2,4.5.6|. Procedure details: To a solution of 4-benzyl-3-{2-[5-(4-fluoro-2-trifluoromethyl-benzyloxy)-4′-trifluoromethyl-biphenyl-3-yl]-4-methyl-pentanoyl}-oxazolidin-2-one (0.535 g, 0.78 mmol) in THF (9 mL) was added water (3 mL). The system was cooled to 0° C. To this cold solution was added LiOH.H2O (33 mg, 0.78 mmol) and 30% H2O2 (0.354 mL, 3.12 mmol,) and stirred at 0° C. for 20 min. The excess H2O2 was quenched by adding 1.5 M aqueous Na2SO3 solution (2.08 mL, 3.12 mmol) and stirred at room temperature for 5 min. The ... The reactants are [F-].C(CCC)[N+](CCCC)(CCCC)CCCC (tetra-n-butylammonium fluoride), O1CCCC1 (tetrahydrofuran), C1(CCCC1)OC=1C=C2C(=NC1)NC=C2CC(=O)C2=CC=C1C=CN(C1=C2)S(=O)(=O)CCC ((5-Cyclopentyloxy-1H-pyrrolo[2,3-b]pyridin-3-yl)-[1-(propane-1-sulfonyl)-1H-indol-6-yl]-ethanone), O1CCCC1 (tetrahydrofuran). Conditions: temperature 60 celsius, time 19 hour. Yields the product C1(CCCC1)OC=1C=C2C(=NC1)NC=C2C(=O)C2=CC=C1C=CNC1=C2 ((5-Cyclopentyloxy-1H-pyrrolo[2,3-b]pyridin-3-yl)-(1H-indol-6-yl)-methanone). As a reaction SMILES: [CH:1]1([O:6][C:7]2[CH:8]=[C:9]3[C:15](CC(C4C=C5C(C=CN5S(CCC)(=O)=O)=CC=4)=O)=[CH:14][NH:13][C:10]3=[N:11][CH:12]=2)[CH2:5][CH2:4][CH2:3][CH2:2]1.[F-].C([N+:39]([CH2:48][CH2:49][CH2:50][CH3:51])([CH2:44][CH2:45][CH2:46][CH3:47])CCCC)CCC.[O:52]1CCC[CH2:53]1>>[CH:1]1([O:6][C:7]2[CH:8]=[C:9]3[C:15]([C:53]([C:46]4[CH:45]=[C:44]5[C:50]([CH:49]=[CH:48][NH:39]5)=[CH:51][CH:47]=4)=[O:52])=[CH:14][NH:13][C:10]3=[N:11][CH:12]=2)[CH2:2][CH2:3][CH2:4][CH2:5]1 |f:1.2|. Reported procedure: To (5-Cyclopentyloxy-1H-pyrrolo[2,3-b]pyridin-3-yl)-[1-(propane-1-sulfonyl)-1H-indol-6-yl]-methanone (62, 0.065 g, 0.14 mmol) dissolved in tetrahydrofuran (5.10 mL, 0.0628 mol), 1.00 M tetra-n-butylammonium fluoride in tetrahydrofuran (0.475 mL) was added. The resulting solution was allowed to stir at 60° C. under an atmosphere of nitrogen. After 19 hours, the reaction was quenched with water, and the two layers were separated. The organic layer was extracted with 50% sat. NaHCO3 (in water), fol... Starting materials: C1(=CC=CC=C1)CCC=O (3-phenylpropionaldehyde), N(=[N+]=[N-])CCOC1=C(N2C(CC2C1)=O)C(=O)OCC1=CC=CC=C1 (benzyl 3-(2-azidoethyloxy)-1-azabicyclo[3.2.0]hept-2-en-7-one-2-carboxylate), C(C)(C)[N-]C(C)C.[Li+] (lithium diisopropylamide), [NH4+].[Cl-] (NH4Cl). The solvent is C1CCOC1 (THF), CCOC(=O)C (EtOAc), C1CCOC1 (THF), C1CCOC1 (THF). Run at time 15 minute. Product: C1(=CC=CC=C1)CCC(O)C1C2CC(=C(N2C1=O)C(=O)OCC1=CC=CC=C1)OCCN=[N+]=[N-] (benzyl 6-(3-phenyl-1-hydroxypropyl)-3 -(2-azidoethyloxy)-1-azabicyclo[3.2.0]hept-2-en-7-one-2-carboxylate). RXN SMILES: [N:1]([CH2:4][CH2:5][O:6][C:7]1[CH2:13][CH:12]2[N:9]([C:10](=[O:14])[CH2:11]2)[C:8]=1[C:15]([O:17][CH2:18][C:19]1[CH:24]=[CH:23][CH:22]=[CH:21][CH:20]=1)=[O:16])=[N+:2]=[N-:3].C([N-]C(C)C)(C)C.[Li+].[C:33]1([CH2:39][CH2:40][CH:41]=[O:42])[CH:38]=[CH:37][CH:36]=[CH:35][CH:34]=1.[NH4+].[Cl-]>C1COCC1.CCOC(C)=O>[C:33]1([CH2:39][CH2:40][CH:41]([CH:11]2[C:10](=[O:14])[N:9]3[CH:12]2[CH2:13][C:7]([O:6][CH2:5][CH2:4][N:1]=[N+:2]=[N-:3])=[C:8]3[C:15]([O:17][CH2:18][C:19]2[CH:20]=[CH:21][CH:22]=[CH:23][CH:24]=2)=[O:16])[OH:42])[CH:38]=[CH:37][CH:36]=[CH:35][CH:34]=1 |f:1.2,4.5|. Reported procedure: A solution of benzyl 3-(2-azidoethyloxy)-1-azabicyclo[3.2.0]hept-2-en-7-one-2-carboxylate (66 mg) in anhydrous THF (0.5 ml) is added dropwise over 5 mins to a stirring solution of lithium diisopropylamide (from 31 μl diisopropylamine and 140 μl 1.6N BuLi) in anhydrous THF (3.5 ml) at -78°. After stirring an additional 15 mins at -78° under N2, the solution is treated with 3-phenylpropionaldehyde (134 mg, 5 equivalents) in THF (0.5 ml). After 5 more mins at -78°, the solution is treated with satu... The reactants are CCOCC(=O)Cl ((2-Ethoxy)-acetyl chloride), ice, ClC1=NC=C(C(=O)NN)C=C1 (6-chloronicotinic acid hydrazide), CN1CCOCC1 (N-methylmorpholine). The solvent is ClCCl (dichloromethane). Run at time 18 hour. Product: C(C)OCC(=O)NNC(C1=CN=C(C=C1)Cl)=O (6-Chloro-nicotinic acid N′-(2-ethoxy-acetyl)-hydrazide). The yield is 83.0%. Reaction SMILES: [CH3:1][CH2:2][O:3][CH2:4][C:5](Cl)=[O:6].[Cl:8][C:9]1[CH:18]=[CH:17][C:12]([C:13]([NH:15][NH2:16])=[O:14])=[CH:11][N:10]=1.CN1CCOCC1>ClCCl>[CH2:2]([O:3][CH2:4][C:5]([NH:16][NH:15][C:13](=[O:14])[C:12]1[CH:17]=[CH:18][C:9]([Cl:8])=[N:10][CH:11]=1)=[O:6])[CH3:1]. Procedure details: (2-Ethoxy)-acetyl chloride [(1.72 g, 13.99 mmol), Tett. Lett., 35, (39), 7269; 1994)] was added to an ice-cold solution of 6-chloronicotinic acid hydrazide (2 g, 11.66 mmol) and N-methylmorpholine (1.92 mL, 17.49 mmol) in dichloromethane (60 mL) and the mixture was stirred at room temperature for 18 hours. The mixture was then washed with citric acid, sodium hydrogen carbonate solution and brine and the solvent was evaporated under reduced pressure to yield some title product as a white solid, 8... The reactants are C(C)OC(=O)C1(OC2=C(NC1=O)C=CC=C2)C (ethyl-3,4-dihydro-2-methyl-3-oxo-2H-1,4-benzoxazine-2-carboxylate), C(C)Br (ethyl bromide). Reported procedure: The title compound was prepared from ethyl-3,4-dihydro-2-methyl-3-oxo-2H-1,4-benzoxazine-2-carboxylate and ethyl bromide according to the procedure described in Example 16. The title product was a viscous oil, which was purified by column chromatography (silica gel; dichloromethane/methanol 100:1). Product: C(C)OC(=O)C1(OC2=C(N(C1=O)CC)C=CC=C2)C (Ethyl-3,4-dihydro-4-ethyl-2-methyl-3-oxo-2H-1,4-benzoxazine-2-carboxylate). Reaction SMILES: [CH2:1]([O:3][C:4]([C:6]1([CH3:17])[C:11](=[O:12])[NH:10][C:9]2[CH:13]=[CH:14][CH:15]=[CH:16][C:8]=2[O:7]1)=[O:5])[CH3:2].[CH2:18](Br)[CH3:19]>>[CH2:1]([O:3][C:4]([C:6]1([CH3:17])[C:11](=[O:12])[N:10]([CH2:18][CH3:19])[C:9]2[CH:13]=[CH:14][CH:15]=[CH:16][C:8]=2[O:7]1)=[O:5])[CH3:2]. The reactants are C1(CC1)C=1N=C2N(C=C(C=C2)N2C(C=C(C=C2)O)=O)C1C (1-(2-cyclopropyl-3-methylimidazo[1,2-a]pyridin-6-yl)-4-hydroxypyridin-2(1H)-one), ClC=1C=C(SC1)CO ((4-chlorothiophen-2-yl)methanol), C(CCC)P(CCCC)CCCC (tributylphosphine), N(=NC(=O)N1CCCCC1)C(=O)N1CCCCC1 (1,1′-(azodicarbonyl)dipiperidine). The solvent is C1CCOC1 (THF). Reaction conditions: temperature 60 celsius, time 4 hour. Yields the product ClC=1C=C(SC1)COC1=CC(N(C=C1)C=1C=CC=2N(C1)C(=C(N2)C2CC2)C)=O (4-((4-Chlorothiophen-2-yl)methoxy)-1-(2-cyclopropyl-3-methylimidazo[1,2-a]pyridin-6-yl)pyridin-2(1H)-one). Isolated yield 5.5%. Reaction SMILES: [CH:1]1([C:4]2[N:5]=[C:6]3[CH:11]=[CH:10][C:9]([N:12]4[CH:17]=[CH:16][C:15]([OH:18])=[CH:14][C:13]4=[O:19])=[CH:8][N:7]3[C:20]=2[CH3:21])[CH2:3][CH2:2]1.[Cl:22][C:23]1[CH:24]=[C:25]([CH2:28]O)[S:26][CH:27]=1.C(P(CCCC)CCCC)CCC.N(C(N1CCCCC1)=O)=NC(N1CCCCC1)=O>C1COCC1>[Cl:22][C:23]1[CH:24]=[C:25]([CH2:28][O:18][C:15]2[CH:16]=[CH:17][N:12]([C:9]3[CH:10]=[CH:11][C:6]4[N:7]([C:20]([CH3:21])=[C:4]([CH:1]5[CH2:3][CH2:2]5)[N:5]=4)[CH:8]=3)[C:13](=[O:19])[CH:14]=2)[S:26][CH:27]=1. Procedure details: To a solution of 1-(2-cyclopropyl-3-methylimidazo[1,2-a]pyridin-6-yl)-4-hydroxypyridin-2(1H)-one (150 mg), (4-chlorothiophen-2-yl)methanol (158 mg) and tributylphosphine (322 mg) in THF (15 ml) was added 1,1′-(azodicarbonyl)dipiperidine (400 mg), and the mixture was stirred at 60° C. for 4 h. The reaction mixture was then cooled to room temperature, and concentrated in vacuo. The residue was diluted with DCM (100 ml), washed with water and brine successively, dried over Na2SO4, and concentrated ... Reactants: Cc1oc(CO)cc1-c1cccc(C(F)(F)F)c1, [Cl-], [NH4+], CC(C)OC(=O)N=NC(=O)OC(C)C, C1CCOC1, c1ccc(P(c2ccccc2)c2ccccc2)cc1, CCOC(=O)c1cn[nH]c1. Product: CCOC(=O)c1cnn(Cc2cc(-c3cccc(C(F)(F)F)c3)c(C)o2)c1. Reaction SMILES: [CH3:1][c:2]1[c:3](-[c:9]2[cH:10][c:11]([C:15]([F:16])([F:17])[F:18])[cH:12][cH:13][cH:14]2)[cH:4][c:5]([CH2:7][OH:8])[o:6]1.[Cl-:62].[NH4+:63].[O:48]=[C:49]([O:50][CH:51]([CH3:52])[CH3:53])[N:54]=[N:55][C:56]([O:57][CH:58]([CH3:59])[CH3:60])=[O:61].[O:64]1[CH2:65][CH2:66][CH2:67][CH2:68]1.[c:29]1([P:30]([c:31]2[cH:32][cH:33][cH:34][cH:35][cH:36]2)[c:37]2[cH:38][cH:39][cH:40][cH:41][cH:42]2)[cH:43][cH:44][cH:45][cH:46][cH:47]1.[nH:19]1[n:20][cH:21][c:22]([C:24](=[O:25])[O:26][CH2:27][CH3:28])[cH:23]1>>[CH3:1][c:2]1[c:3](-[c:9]2[cH:10][c:11]([C:15]([F:16])([F:17])[F:18])[cH:12][cH:13][cH:14]2)[cH:4][c:5]([CH2:7][n:19]2[n:20][cH:21][c:22]([C:24](=[O:25])[O:26][CH2:27][CH3:28])[cH:23]2)[o:6]1. Reactants: O=C1CN2CCC1(CO)CC2, O=C(OCC12CCN(CC1)CC2)c1c[nH]c2ccccc12. Product: O=C(OCC12CCN(CC1)CC2=O)c1c[nH]c2ccccc12. Reaction SMILES: [OH:22][CH2:23][C:24]12[CH2:25][CH2:26][N:27]([CH2:28][CH2:29]1)[CH2:30][C:31]2=[O:32].[nH:1]1[cH:2][c:3]([C:10](=[O:11])[O:12][CH2:13][C:14]23[CH2:15][CH2:16][N:17]([CH2:18][CH2:19]2)[CH2:20][CH2:21]3)[c:4]2[cH:5][cH:6][cH:7][cH:8][c:9]12>>[nH:1]1[cH:2][c:3]([C:10](=[O:11])[O:12][CH2:13][C:14]23[CH2:15][CH2:16][N:17]([CH2:18][C:19]2=[O:22])[CH2:20][CH2:21]3)[c:4]2[cH:5][cH:6][cH:7][cH:8][c:9]12. The reactants are C1(CCCCC1)NC (N-cyclohexyl-N-methylamine), C1(CCCCC1)CN1C(OC(C2=C1C=CC=C2)=O)=O (1-Cyclohexylmethyl-1H-benzo[d][1,3]oxazine-2,4-dione). The product is C1(CCCCC1)N(C(C1=C(C=CC=C1)NCC1CCCCC1)=O)C (N-Cyclohexyl-2-(cyclohexylmethylamino)-N-methylbenzamide). Isolated yield 67.0%. RXN SMILES: [CH:1]1([NH:7][CH3:8])[CH2:6][CH2:5][CH2:4][CH2:3][CH2:2]1.[CH:9]1([CH2:15][N:16]2[C:21]3[CH:22]=[CH:23][CH:24]=[CH:25][C:20]=3[C:19](=[O:26])OC2=O)[CH2:14][CH2:13][CH2:12][CH2:11][CH2:10]1>>[CH:1]1([N:7]([CH3:8])[C:19](=[O:26])[C:20]2[CH:25]=[CH:24][CH:23]=[CH:22][C:21]=2[NH:16][CH2:15][CH:9]2[CH2:10][CH2:11][CH2:12][CH2:13][CH2:14]2)[CH2:6][CH2:5][CH2:4][CH2:3][CH2:2]1. Reported procedure: The title compound (0.3 g, 67%) was obtained as a orange solid from N-cyclohexyl-N-methylamine and 1-Cyclohexylmethyl-1H-benzo[d][1,3]oxazine-2,4-dione following the same procedure as described in Preparation 7.